Dataset: the Open Reaction Database (ORD), a public repository of structured organic reaction records. Task: describe an organic reaction: reactants, conditions, products, and yield Starting materials: O=S(=O)(O)Cl, CCOC(=O)c1c2n(c3cc(N4CCC(NC(=O)C(F)(F)F)C4)c(F)cc3c1=O)C(C)S2, I. The product is CCOC(=O)c1c2n(c3c(Cl)c(N4CCC(NC(=O)C(F)(F)F)C4)c(F)cc3c1=O)C(C)S2. As a reaction SMILES: [Cl:34][S:35]([OH:36])(=[O:37])=[O:38].[F:1][c:2]1[cH:3][c:4]2[c:5](=[O:32])[c:6]([C:27](=[O:28])[O:29][CH2:30][CH3:31])[c:7]3[n:8]([c:9]2[cH:10][c:11]1[N:12]1[CH2:13][CH:14]([NH:17][C:18]([C:19]([F:20])([F:21])[F:22])=[O:23])[CH2:15][CH2:16]1)[CH:24]([CH3:26])[S:25]3.[I:33]>>[F:1][c:2]1[cH:3][c:4]2[c:5](=[O:32])[c:6]([C:27](=[O:28])[O:29][CH2:30][CH3:31])[c:7]3[n:8]([c:9]2[c:10]([Cl:34])[c:11]1[N:12]1[CH2:13][CH:14]([NH:17][C:18]([C:19]([F:20])([F:21])[F:22])=[O:23])[CH2:15][CH2:16]1)[CH:24]([CH3:26])[S:25]3.